This data is from the Open Reaction Database (ORD), a public repository of structured organic reaction records. The task is: describe an organic reaction: reactants, conditions, products, and yield Reaction SMILES: [NH2:1][c:2]1[n:3][c:4]([S:17]([CH2:18][CH3:19])=[O:20])[n:5][cH:6][c:7]1[C:8](=[O:9])[c:10]1[cH:11][cH:12][c:13]([F:16])[cH:14][cH:15]1.[NH2:21][CH:22]1[CH2:23][CH2:24][N:25]([C:28]([CH3:29])=[O:30])[CH2:26][CH2:27]1>>[NH2:1][c:2]1[n:3][c:4]([NH:21][CH:22]2[CH2:23][CH2:24][N:25]([C:28]([CH3:29])=[O:30])[CH2:26][CH2:27]2)[n:5][cH:6][c:7]1[C:8](=[O:9])[c:10]1[cH:11][cH:12][c:13]([F:16])[cH:14][cH:15]1. Starting materials: CCS(=O)c1ncc(C(=O)c2ccc(F)cc2)c(N)n1, CC(=O)N1CCC(N)CC1. The product is CC(=O)N1CCC(Nc2ncc(C(=O)c3ccc(F)cc3)c(N)n2)CC1. Starting materials: BrC=1C=CC2=C(C=3N(CCO2)C(=C(N3)I)CN3C(=NC2=C3C=CC=C2)C)C1 (10-bromo-2-iodo-3((2-methyl-1H-benzo[d]imidazol-1-yl)methyl)-5,6-dihydrobenzo[f]imidazo[1,2-d][1,4]oxazepine), C[Si](C)(C)N[Si](C)(C)C (HMDS), BrC=1C=CC2=C(C=3N(CCO2)C(=C(N3)I)CCl)C1 (10-bromo-3-(chloromethyl)-2-iodo-5,6-dihydrobenzo[f]imidazo[1,2-d][1,4]oxazepine), CC1=NC2=C(N1)C=CC=C2 (2-methyl-1H-1,3-benzodiazole), C(=O)([O-])[O-].[Cs+].[Cs+] (Cs2CO3), CC1=CC(=NO1)[C@@](C)(C#C)O ((R)-2-(5-methylisoxazol-3-yl)but-3-yn-2-ol). The reagents and catalysts are C1=CC=C(C=C1)P([C-]2C=CC=C2)C3=CC=CC=C3.C1=CC=C(C=C1)P([C-]2C=CC=C2)C3=CC=CC=C3.Cl[Pd]Cl.[Fe+2] (Pd(dppf)Cl2), C=1C=CC(=CC1)[P](C=2C=CC=CC2)(C=3C=CC=CC3)[Pd]([P](C=4C=CC=CC4)(C=5C=CC=CC5)C=6C=CC=CC6)([P](C=7C=CC=CC7)(C=8C=CC=CC8)C=9C=CC=CC9)[P](C=1C=CC=CC1)(C=1C=CC=CC1)C=1C=CC=CC1 (Pd(PPh3)4). Solvent: CS(=O)C (DMSO), CN(C=O)C (N,N-dimethylformamide), O (water), BrC=1C=CC2=C(C=3N(CCO2)C(=C(N3)C(=O)N)CN3C(=NC2=C3C=CC=C2)C)C1 (10-bromo-3((2-methyl-1H-benzo[d]imidazol-1-yl)methyl)-5,6-dihydrobenzo[f]imidazo[1,2-d][1,4]oxazepine-2-carboxamide), O (water), CN(C=O)C (N,N-dimethylformamide). Reaction conditions: time 8 hour. The product is O[C@@](C#CC=1C=CC2=C(C=3N(CCO2)C(=C(N3)C(=O)N)CN3C(=NC2=C3C=CC=C2)C)C1)(C)C1=NOC(=C1)C ((R)-10-(3-hydroxy-3-(5-methylisoxazol-3-yl)but-1-yn-1-yl)-3-((2-methyl-1H-benzo[d]imidazol-1-yl)methyl)-5,6-dihydrobenzo[f]imidazo[1,2-d][1,4]oxazepine-2-carboxamide). Yield: 31.0%. RXN SMILES: Br[C:2]1[CH:3]=[CH:4][C:5]2[O:11][CH2:10][CH2:9][N:8]3[C:12]([CH2:16]Cl)=[C:13](I)[N:14]=[C:7]3[C:6]=2[CH:18]=1.[CH3:19][C:20]1[NH:24][C:23]2[CH:25]=[CH:26][CH:27]=[CH:28][C:22]=2[N:21]=1.[C:29]([O-:32])([O-])=O.[Cs+].[Cs+].BrC1C=CC2OCC[N:42]3C(CN4C5C=CC=CC=5N=C4C)=C(I)N=C3C=2C=1.C[Si](N[Si](C)(C)C)(C)C.[CH3:71][C:72]1[O:76][N:75]=[C:74]([C@:77]([OH:81])([C:79]#[CH:80])[CH3:78])[CH:73]=1>CN(C)C=O.O.CS(C)=O.BrC1C=CC2OCCN3C(CN4C5C=CC=CC=5N=C4C)=C(C(N)=O)N=C3C=2C=1.C1C=CC(P(C2C=CC=CC=2)[C-]2C=CC=C2)=CC=1.C1C=CC(P(C2C=CC=CC=2)[C-]2C=CC=C2)=CC=1.Cl[Pd]Cl.[Fe+2].C1C=CC([P]([Pd]([P](C2C=CC=CC=2)(C2C=CC=CC=2)C2C=CC=CC=2)([P](C2C=CC=CC=2)(C2C=CC=CC=2)C2C=CC=CC=2)[P](C2C=CC=CC=2)(C2C=CC=CC=2)C2C=CC=CC=2)(C2C=CC=CC=2)C2C=CC=CC=2)=CC=1>[OH:81][C@:77]([C:74]1[CH:73]=[C:72]([CH3:71])[O:76][N:75]=1)([CH3:78])[C:79]#[C:80][C:2]1[CH:3]=[CH:4][C:5]2[O:11][CH2:10][CH2:9][N:8]3[C:12]([CH2:16][N:21]4[C:22]5[CH:28]=[CH:27][CH:26]=[CH:25][C:23]=5[N:24]=[C:20]4[CH3:19])=[C:13]([C:29]([NH2:42])=[O:32])[N:14]=[C:7]3[C:6]=2[CH:18]=1 |f:2.3.4,12.13.14.15,^1:164,166,185,204|. Procedure: A mixture of 10-bromo-3-(chloromethyl)-2-iodo-5,6-dihydrobenzo[f]imidazo[1,2-d][1,4]oxazepine (200 mg, 0.46 mmol, 1.00 equiv), 2-methyl-1H-1,3-benzodiazole (304 mg, 2.30 mmol, 5.00 equiv), Cs2CO3 (450 mg, 1.38 mmol, 3.00 equiv) in N,N-dimethylformamide (2 mL) was stirred overnight at room temperature. The reaction mixture was diluted with water, extracted with ethyl acetate, dried over anhydrous sodium sulfate, and concentrated under vacuum. The residue was applied onto a silica gel column with ... Reactants: COC(=O)c1cnc2c(c1)NC(=O)CS2, Cl, [Na+], [OH-]. The product is O=C1CSc2ncc(C(=O)O)cc2N1. Reaction SMILES: [CH3:1][O:2][C:3](=[O:4])[c:5]1[cH:6][c:7]2[c:8]([n:14][cH:15]1)[S:9][CH2:10][C:11](=[O:13])[NH:12]2.[ClH:18].[Na+:17].[OH-:16]>>[O:2]=[C:3]([OH:4])[c:5]1[cH:6][c:7]2[c:8]([n:14][cH:15]1)[S:9][CH2:10][C:11](=[O:13])[NH:12]2. Reactants: CCOC(=O)CCC1CCC(C2CCC(C3OCC(C)(C)CO3)CC2)CC1, Cc1ccccc1, O=CO. Yields the product CCOC(=O)CCC1CCC(C2CCC(C=O)CC2)CC1. Reaction SMILES: [CH2:1]([CH3:2])[O:3][C:4]([CH2:5][CH2:6][CH:7]1[CH2:8][CH2:9][CH:10]([CH:13]2[CH2:14][CH2:15][CH:16]([CH:19]3[O:20][CH2:26][C:23]([CH3:24])([CH3:25])[CH2:22][O:21]3)[CH2:17][CH2:18]2)[CH2:11][CH2:12]1)=[O:27].[CH3:28][c:29]1[cH:30][cH:31][cH:32][cH:33][cH:34]1.[CH:35]([OH:36])=[O:37]>>[CH2:1]([CH3:2])[O:3][C:4]([CH2:5][CH2:6][CH:7]1[CH2:8][CH2:9][CH:10]([CH:13]2[CH2:14][CH2:15][CH:16]([CH:19]=[O:20])[CH2:17][CH2:18]2)[CH2:11][CH2:12]1)=[O:27]. Reactants: ClC=1C(=NC=C(C1)C(F)(F)F)NN (3-chloro-5-trifluoromethylpyridin-2-ylhydrazine), C(C)(=O)C(C(=O)OCC)=CN(C)C (ethyl 2-acetyl-3-dimethylaminoacrylate). Solvent: C(C)O (ethanol). Product: C(C)OC(=O)C=1C=NN(C1C)C1=NC=C(C=C1Cl)C(F)(F)F (4-ethoxycarbonyl-5-methyl-1-(3-chloro-5-trifluoromethylpyridin-2-yl)-1H-pyrazole). Yield: 69.8%. As a reaction SMILES: [Cl:1][C:2]1[C:3]([NH:12][NH2:13])=[N:4][CH:5]=[C:6]([C:8]([F:11])([F:10])[F:9])[CH:7]=1.[C:14]([C:17](=[CH:23]N(C)C)[C:18]([O:20][CH2:21][CH3:22])=[O:19])(=O)[CH3:15]>C(O)C>[CH2:21]([O:20][C:18]([C:17]1[CH:23]=[N:13][N:12]([C:3]2[C:2]([Cl:1])=[CH:7][C:6]([C:8]([F:11])([F:9])[F:10])=[CH:5][N:4]=2)[C:14]=1[CH3:15])=[O:19])[CH3:22]. Procedure details: A stirred solution of 44.0 grams (0.21 mole) of 3-chloro-5-trifluoromethylpyridin-2-ylhydrazine and 38.6 grams (0.21 mole) of ethyl 2-acetyl-3-dimethylaminoacrylate, prepared by the method of J. R. Beck et al., J. Het. Chem., 24, 693 (1987), in 1000 mL of ethanol was heated at reflux for five hours. After this time, the reaction mixture was cooled to ambient temperature and concentrated under reduced pressure to a residual oil. The oil was taken up in methylene chloride and washed in succession ... Starting materials: C1CNC1, C1CCOC1, CCOc1cc(N)c(Cl)cc1C(=O)NCC1CN(CC2CCN(C(=O)c3ncc[nH]3)CC2)CCO1. The product is CCOc1cc(N)c(Cl)cc1C(=O)NCC1CN(CC2CCN(C(=O)N3CCC3)CC2)CCO1. As a reaction SMILES: [CH2:36]1[CH2:37][NH:38][CH2:39]1.[CH2:40]1[O:41][CH2:42][CH2:43][CH2:44]1.[NH2:1][c:2]1[cH:3][c:4]([O:33][CH2:34][CH3:35])[c:5]([C:6](=[O:7])[NH:8][CH2:9][CH:10]2[O:11][CH2:12][CH2:13][N:14]([CH2:16][CH:17]3[CH2:18][CH2:19][N:20]([C:23](=[O:24])[c:25]4[nH:26][cH:27][cH:28][n:29]4)[CH2:21][CH2:22]3)[CH2:15]2)[cH:30][c:31]1[Cl:32]>>[NH2:1][c:2]1[cH:3][c:4]([O:33][CH2:34][CH3:35])[c:5]([C:6](=[O:7])[NH:8][CH2:9][CH:10]2[O:11][CH2:12][CH2:13][N:14]([CH2:16][CH:17]3[CH2:18][CH2:19][N:20]([C:23](=[O:24])[N:38]4[CH2:37][CH2:36][CH2:39]4)[CH2:21][CH2:22]3)[CH2:15]2)[cH:30][c:31]1[Cl:32].